This data is from the Open Reaction Database (ORD), a public repository of structured organic reaction records. The task is: describe an organic reaction: reactants, conditions, products, and yield The reactants are C[O-].[Na+] (sodium methoxide), C1(CC1)C(=O)C1=C(C=CC=C1)NS(=O)(=O)NC(=O)NC1=NC(=CC(=N1)Cl)Cl (1-{[o-(Cyclopropylcarbonyl)phenyl]sulfamoyl}-3-(4,6-dichloro-2-pyrimidinyl)urea), CO (methanol), C[O-].[Na+] (sodium methoxide), CO (methanol), CO (methanol). Run at temperature 60 celsius. The product is C1(CC1)C(=O)C1=C(C=CC=C1)NS(=O)(=O)NC(=O)NC1=NC(=CC(=N1)OC)OC (1-{[o-(Cyclopropylcarbonyl)phenyl]sulfamoyl}-3-(4,6-dimethoxy-2-pyrimidinyl)urea). Isolated yield 70.0%. As a reaction SMILES: [CH3:1][O-:2].[Na+].[CH:4]1([C:7]([C:9]2[CH:14]=[CH:13][CH:12]=[CH:11][C:10]=2[NH:15][S:16]([NH:19][C:20]([NH:22][C:23]2[N:28]=[C:27](Cl)[CH:26]=[C:25](Cl)[N:24]=2)=[O:21])(=[O:18])=[O:17])=[O:8])[CH2:6][CH2:5]1.[CH3:31][OH:32]>>[CH:4]1([C:7]([C:9]2[CH:14]=[CH:13][CH:12]=[CH:11][C:10]=2[NH:15][S:16]([NH:19][C:20]([NH:22][C:23]2[N:28]=[C:27]([O:2][CH3:1])[CH:26]=[C:25]([O:32][CH3:31])[N:24]=2)=[O:21])(=[O:18])=[O:17])=[O:8])[CH2:6][CH2:5]1 |f:0.1|. Procedure: A mixture of sodium methoxide (1.08 g, 0.02 mol) in methanol is added slowly to a mixture of 1-{[o-(cyclopropyl)phenyl]sulfamoyl}-3-(4,6-dichloro-2-pyrimidinyl)urea from Example 1 (4.30 g, 0.01 mol) in methanol at 60° C. The reaction mixture is heated at 60° C. for two hours, cooled, treated with additional sodium methoxide (0.54 g), refluxed overnight, cooled, acidified and concentrated in vacuo to obtain a residue. The residue is slurried in methanol, filtered, washed sequentially with methano...